This data is from the Open Reaction Database (ORD), a public repository of structured organic reaction records. The task is: describe an organic reaction: reactants, conditions, products, and yield Starting materials: [Na] (sodium), C([O-])(O)=O.[Na+] (sodiumbicarbonate), C(C)OC(=O)C1C(C2=CC=CC=C2CC1)=O (1-oxo-1,2,3,4-tetrahydro-naphthalene-2-carboxylic acid ethyl ester), C(C)OC(CCCCBr)=O (ethyl-5-bromo-pentanoate). Reagents/catalysts: OS(=O)(=O)O (H2SO4). Run in C(C)O (ethanol), CO (MeOH), C(C)O (ethanol), O (water). Yields the product COC(CCCCC1C(C2=CC=CC=C2CC1)=O)=O (methyl-(5-(1-oxo-1,2,3,4-tetrahydro-naphthalen-2-yl)-pentanoate)). Isolated yield 31.9%. Reaction SMILES: C(O[C:4]([CH:6]1[CH2:15][CH2:14][C:13]2[C:8](=[CH:9][CH:10]=[CH:11][CH:12]=2)[C:7]1=[O:16])=O)C.[CH2:17]([O:19][C:20](=[O:26])[CH2:21][CH2:22][CH2:23]CBr)C.[Na].C(=O)(O)[O-].[Na+]>C(O)C.CO.OS(O)(=O)=O.O>[CH3:17][O:19][C:20](=[O:26])[CH2:21][CH2:22][CH2:23][CH2:4][CH:6]1[CH2:15][CH2:14][C:13]2[C:8](=[CH:9][CH:10]=[CH:11][CH:12]=2)[C:7]1=[O:16] |f:3.4,^1:26|. Procedure: To a solution of 5.0 g (22.9 mmol) 1-oxo-1,2,3,4-tetrahydro-naphthalene-2-carboxylic acid ethyl ester (1a) (Pradeep, K., and Saravanan, K., Tetrahedron 54 (1998) 2161-2168) and 5.79 g ethyl-5-bromo-pentanoate (27.7 mmol) in 10 mL ethanol at reflux is added a freshly prepared solution of 0.53 g sodium in 15 mL ethanol. After 10 h at reflux enough water is added for the precipitate to dissolve. The solvent is evaporated, the residue is dissolved in a solution of 3.85 g KOH in 7 mL MeOH and 5 mL H2... Starting materials: aldehyde, [BH-](OC(=O)C)(OC(=O)C)OC(=O)C.[Na+] (NaBH(OAc)3), NC(CN1C(C2=CC=C(C=C2C(=C1C#N)C1=CC=CC=C1)OC)=O)CO[Si](C1=CC=CC=C1)(C1=CC=CC=C1)C(C)(C)C (2-(2-amino-3-{[tert-butyl(diphenyl)silyl]oxy}propyl)-6-methoxy-1-oxo-4-phenyl-1,2-dihydroisoquinoline-3-carbonitrile), N1=CC(=CC=C1)C=O (pyridine 3-carboxaldehyde), [BH-](OC(=O)C)(OC(=O)C)OC(=O)C.[Na+] (NaBH(OAc)3). The solvent is C(=O)(O)[O-].[Na+].CCOC(=O)C (NaHCO3 EtOAc), ClC(C)Cl (dichloroethane). Conditions: time 8 hour. Product: [Si](C1=CC=CC=C1)(C1=CC=CC=C1)(C(C)(C)C)OCC(CN1C(C2=CC=C(C=C2C(=C1C#N)C1=CC=CC=C1)OC)=O)NCC=1C=NC=CC1 (2-{3-{[tert-butyl(diphenyl)silyl]oxy}-2-[(pyridin-3-ylmethyl)amino]-propyl}-6-methoxy-1-oxo4-phenyl-1,2-dihydroisoquinoline-3 carbonitrile). Reaction SMILES: [NH2:1][CH:2]([CH2:25][O:26][Si:27]([C:40]([CH3:43])([CH3:42])[CH3:41])([C:34]1[CH:39]=[CH:38][CH:37]=[CH:36][CH:35]=1)[C:28]1[CH:33]=[CH:32][CH:31]=[CH:30][CH:29]=1)[CH2:3][N:4]1[C:13]([C:14]#[N:15])=[C:12]([C:16]2[CH:21]=[CH:20][CH:19]=[CH:18][CH:17]=2)[C:11]2[C:6](=[CH:7][CH:8]=[C:9]([O:22][CH3:23])[CH:10]=2)[C:5]1=[O:24].[N:44]1[CH:49]=[CH:48][CH:47]=[C:46]([CH:50]=O)[CH:45]=1.[BH-](OC(C)=O)(OC(C)=O)OC(C)=O.[Na+]>ClC(Cl)C.C([O-])(O)=O.[Na+].CCOC(C)=O>[Si:27]([O:26][CH2:25][CH:2]([NH:1][CH2:50][C:46]1[CH:45]=[N:44][CH:49]=[CH:48][CH:47]=1)[CH2:3][N:4]1[C:13]([C:14]#[N:15])=[C:12]([C:16]2[CH:17]=[CH:18][CH:19]=[CH:20][CH:21]=2)[C:11]2[C:6](=[CH:7][CH:8]=[C:9]([O:22][CH3:23])[CH:10]=2)[C:5]1=[O:24])([C:40]([CH3:43])([CH3:42])[CH3:41])([C:28]1[CH:29]=[CH:30][CH:31]=[CH:32][CH:33]=1)[C:34]1[CH:35]=[CH:36][CH:37]=[CH:38][CH:39]=1 |f:2.3,5.6.7|. Reported procedure: To a solution of amine 94 (51 mg, 0.075 mmol) in dichloroethane (2 mL) was added pyridine 3-carboxaldehyde (0.017 mL, 180 mmol). After stirring at RT for 15 min NaBH(OAc)3 (48 mg, 0.23 mmol) was added. After stirring overnight, added 1.2 equiv aldehyde and 1.5 equiv NaBH(OAc)3. After stirring for 5 h, the reaction mixture was diluted with NaHCO3/EtOAc and stirred for 10 min. It was then partitioned between EtOAc and NaHCO3. The organic phase was washed once with brine then dried (Na2SO4) and con... The reactants are C(C)OC([C@H](CC1=CC=C(C=C1)OCC(=O)O)OC)=O ((2S)-3-(4-carboxymethoxy-phenyl)-2-methoxy-propionic acid ethyl ester), CN(CCCN)C1=CC=CC=C1 (N1-methyl-N1-phenyl-propane-1,3-diamine), C(C)O[C@H](C(=O)O)CC1=CC=C(C=C1)O[C@H](C)C(NCCC1=CC=C(C=C1)OC1=CC=CC=C1)=O ((2S,1R)-2-ethoxy-3-(4-{1-[2-(4-phenoxy-phenyl)-ethylcarbamoyl]-ethoxy}-phenyl)propionic acid). Yields the product CO[C@H](C(=O)O)CC1=CC=C(C=C1)OCC(NCCCN(C1=CC=CC=C1)C)=O ((2S)-2-methoxy-3-(4-{[3-(methyl-phenyl-amino)-propylcarbamoyl]-methoxy}-phenyl)-propionic acid). RXN SMILES: C([O:3][C:4](=[O:20])[C@@H:5]([O:18][CH3:19])[CH2:6][C:7]1[CH:12]=[CH:11][C:10]([O:13][CH2:14][C:15]([OH:17])=O)=[CH:9][CH:8]=1)C.[CH3:21][N:22]([C:27]1[CH:32]=[CH:31][CH:30]=[CH:29][CH:28]=1)[CH2:23][CH2:24][CH2:25][NH2:26].C(O[C@@H](CC1C=CC(O[C@@H](C(=O)NCCC2C=CC(OC3C=CC=CC=3)=CC=2)C)=CC=1)C(O)=O)C>>[CH3:19][O:18][C@@H:5]([CH2:6][C:7]1[CH:8]=[CH:9][C:10]([O:13][CH2:14][C:15](=[O:17])[NH:26][CH2:25][CH2:24][CH2:23][N:22]([CH3:21])[C:27]2[CH:32]=[CH:31][CH:30]=[CH:29][CH:28]=2)=[CH:11][CH:12]=1)[C:4]([OH:3])=[O:20]. Procedure: The title compound was prepared from (2S)-3-(4-carboxymethoxy-phenyl)-2-methoxy-propionic acid ethyl ester (PREPARATION 3, step 2) and N1-methyl-N1-phenyl-propane-1,3-diamine via the same procedure used for the preparation of (2S,1R)-2-ethoxy-3-(4-{1-[2-(4-phenoxy-phenyl)-ethylcarbamoyl]-ethoxy}-phenyl)propionic acid (Example 1, step 3) to produce a colorless oil. MS (ES) for C22H28N2O5 [M+H]+: 401. Starting materials: ClCCl, NCC(CO)Cc1ccc(OCCCc2ccccc2)cc1, NCCCc1ccc(O)cc1, CC(C)(C)OC(=O)CCNCC(CO)Cc1ccc(OCCCc2ccccc2)cc1, O=C(O)C(F)(F)F. The product is O=C(O)CCNCC(CO)Cc1ccc(OCCCc2ccccc2)cc1. Reaction SMILES: [Cl:72][CH2:73][Cl:74].[NH2:32][CH2:33][CH:34]([CH2:35][c:36]1[cH:37][cH:38][c:39]([O:40][CH2:41][CH2:42][CH2:43][c:44]2[cH:45][cH:46][cH:47][cH:48][cH:49]2)[cH:50][cH:51]1)[CH2:52][OH:53].[NH2:54][CH2:55][CH2:56][CH2:57][c:58]1[cH:59][cH:60][c:61]([OH:62])[cH:63][cH:64]1.[OH:1][CH2:2][CH:3]([CH2:4][NH:5][CH2:6][CH2:7][C:8](=[O:9])[O:10][C:11]([CH3:12])([CH3:13])[CH3:14])[CH2:15][c:16]1[cH:17][cH:18][c:19]([O:22][CH2:23][CH2:24][CH2:25][c:26]2[cH:27][cH:28][cH:29][cH:30][cH:31]2)[cH:20][cH:21]1.[OH:65][C:66]([C:67]([F:68])([F:69])[F:70])=[O:71]>>[OH:1][CH2:2][CH:3]([CH2:4][NH:5][CH2:6][CH2:7][C:8](=[O:9])[OH:10])[CH2:15][c:16]1[cH:17][cH:18][c:19]([O:22][CH2:23][CH2:24][CH2:25][c:26]2[cH:27][cH:28][cH:29][cH:30][cH:31]2)[cH:20][cH:21]1. Reactants: FC(C1=CC=C(C=C1)NC(C[C@H](CC)OS(=O)(=O)C)=O)(F)F ((S)-N-[4-(trifluoromethyl)phenyl]-3-methanesulfonyloxypentanoic acid amide), ClCCl (dichloromethane), CN(C=O)C (dimethylformamide), [H-].[Na+] (sodium hydride), ClCCl (dichloromethane), CN(C=O)C (dimethylformamide). Solvent: O (water). Run at time 1 hour. The product is C(C)[C@@H]1CC(N1C1=CC=C(C=C1)C(F)(F)F)=O ((R)-4-ethyl-1-[4-(trifluoromethyl)phenyl]-2-azetidinone). As a reaction SMILES: [H-].[Na+].ClCCl.CN(C)C=O.[F:11][C:12]([F:32])([F:31])[C:13]1[CH:18]=[CH:17][C:16]([NH:19][C:20](=[O:30])[CH2:21][C@@H:22](OS(C)(=O)=O)[CH2:23][CH3:24])=[CH:15][CH:14]=1>O>[CH2:23]([C@H:22]1[N:19]([C:16]2[CH:17]=[CH:18][C:13]([C:12]([F:32])([F:31])[F:11])=[CH:14][CH:15]=2)[C:20](=[O:30])[CH2:21]1)[CH3:24] |f:0.1|. Procedure: 158.7 mg of sodium hydride (60 wt %; 3.97 mmol) was suspended in a mixed solution of dichloromethane (2.7 mL) and dimethylformamide (10.8 mL) and to the solution, a mixed solution of 1,346.2 mg (3.97 mmol) of (S)-N-[4-(trifluoromethyl)phenyl]-3-methanesulfonyloxypentanoic acid amide produced in Example 3, dichloromethane (2.7 mL) and dimethylformamide (10.8 mL) was added dropwise at room temperature for 15 minutes. After stirring at room temperature for further 1 hour, water (25 mL) was added an... Starting materials: CCOC(=O)c1[nH]c2c(F)cncc2c1Nc1ccc([Si](C)(C)C)cc1F, ClCCl, ClI. Yields the product CCOC(=O)c1[nH]c2c(F)cncc2c1Nc1ccc(I)cc1F. Reaction SMILES: [CH2:1]([CH3:2])[O:3][C:4](=[O:5])[c:6]1[c:7]([NH:16][c:17]2[c:18]([F:27])[cH:19][c:20]([Si:23]([CH3:24])([CH3:25])[CH3:26])[cH:21][cH:22]2)[c:8]2[cH:9][n:10][cH:11][c:12]([F:15])[c:13]2[nH:14]1.[Cl:30][CH2:31][Cl:32].[I:28][Cl:29]>>[CH2:1]([CH3:2])[O:3][C:4](=[O:5])[c:6]1[c:7]([NH:16][c:17]2[c:18]([F:27])[cH:19][c:20]([I:28])[cH:21][cH:22]2)[c:8]2[cH:9][n:10][cH:11][c:12]([F:15])[c:13]2[nH:14]1.